Dataset: the Open Reaction Database (ORD), a public repository of structured organic reaction records. Task: describe an organic reaction: reactants, conditions, products, and yield Starting materials: S(=O)(Cl)Cl (thionyl chloride), N1C(CCC1C(=O)O)=O (2-pyrrolidone-5-carboxylic acid). Run in C(C)OCC (diethyl ether). Conditions: time 8 hour. Yields the product N1C(CCC1C(=O)Cl)=O (2-pyrrolidone-5-carbonyl chloride). RXN SMILES: S(Cl)([Cl:3])=O.[NH:5]1[CH:9]([C:10](O)=[O:11])[CH2:8][CH2:7][C:6]1=[O:13]>C(OCC)C>[NH:5]1[CH:9]([C:10]([Cl:3])=[O:11])[CH2:8][CH2:7][C:6]1=[O:13]. Procedure details: To 90 ml of thionyl chloride was added dropwise 23.5 g of 2-pyrrolidone-5-carboxylic acid with stirring under ice-cooling, and the mixture was stirred for 30 minutes at 40°-50° C. After cooling of the reaction mixture, 200 ml of dry diethyl ether was added to the reaction mixture, and the reaction mixture was allowed to stand overnight in a freezing box. Precipitated crystals were collected by filtration, washed with dry diethyl ether, and dried in a desiccator to obtain 27 g of 2-pyrrolidone-5-... The reactants are ClC1=NC=C(C=C1C(=O)N[C@@H](C)C1=CC=C(C(=O)OC(C)(C)C)C=C1)Cl (tert-Butyl 4-((1S)-1-{[(2,5-dichloropyridin-3-yl)carbonyl]amino}ethyl)benzoate), FC1=C(C=C(C=C1)O)C (4-fluoro-3-methylphenol). Product: ClC=1C=C(C(=NC1)OC1=CC(=C(C=C1)F)C)C(=O)N[C@@H](C)C1=CC=C(C(=O)OC(C)(C)C)C=C1 (tert-Butyl 4-[(1S)-1-({[5-chloro-2-(4-fluoro-3-methylphenoxy)pyridin-3-yl]carbonyl}amino)ethyl]benzoate). Reaction SMILES: Cl[C:2]1[C:7]([C:8]([NH:10][C@H:11]([C:13]2[CH:25]=[CH:24][C:16]([C:17]([O:19][C:20]([CH3:23])([CH3:22])[CH3:21])=[O:18])=[CH:15][CH:14]=2)[CH3:12])=[O:9])=[CH:6][C:5]([Cl:26])=[CH:4][N:3]=1.[F:27][C:28]1[CH:33]=[CH:32][C:31]([OH:34])=[CH:30][C:29]=1[CH3:35]>>[Cl:26][C:5]1[CH:6]=[C:7]([C:8]([NH:10][C@H:11]([C:13]2[CH:25]=[CH:24][C:16]([C:17]([O:19][C:20]([CH3:23])([CH3:22])[CH3:21])=[O:18])=[CH:15][CH:14]=2)[CH3:12])=[O:9])[C:2]([O:34][C:31]2[CH:32]=[CH:33][C:28]([F:27])=[C:29]([CH3:35])[CH:30]=2)=[N:3][CH:4]=1. Procedure details: The title compound was prepared according to the procedure described in step 2 of Example 45 from tert-butyl 4-((1S)-1-{[(2,5-dichloropyridin-3-yl)carbonyl]amino}ethyl)benzoate (step 1 of Example 45) and 4-fluoro-3-methylphenol: 1H-NMR (CDCl3) δ 8.55 (1H, d, J=2.6 Hz), 8.23–8.10 (2H, m), 7.96 (2H, d, J=8.4 Hz), 7.41 (2H, d, J=8.4 Hz), 7.15–6.90 (3H, m), 5.50–5.30 (1H, m), 2.32 (3H, s), 1.65–1.55 (3H, m), 1.58 (9H, s); MS (ESI) m/z 485 (M+H)+, 483 (M−H)−.